This data is from the Open Reaction Database (ORD), a public repository of structured organic reaction records. The task is: describe an organic reaction: reactants, conditions, products, and yield Starting materials: powder, C1(=CC=CC=C1)NN (phenylhydrazine), N(=C=S)C(C(=O)OCC)(C)C1=CC=CC=C1 (ethyl 2-isothiocyanato-2-phenylpropionate). Run in C=1(C(=CC=CC1)C)C (xylene). Product: C1(=CC=CC=C1)N1C(NC(C1=O)(C)C1=CC=CC=C1)=S (3,5-diphenyl-5-methyl-2-thiohydantoin). Yield: 81.5%. Reaction SMILES: [N:1]([C:4]([C:11]1[CH:16]=[CH:15][CH:14]=[CH:13][CH:12]=1)([CH3:10])[C:5]([O:7]CC)=O)=[C:2]=[S:3].[C:17]1([NH:23]N)[CH:22]=[CH:21][CH:20]=[CH:19][CH:18]=1>C1(C)C(C)=CC=CC=1>[C:17]1([N:23]2[C:5](=[O:7])[C:4]([C:11]3[CH:12]=[CH:13][CH:14]=[CH:15][CH:16]=3)([CH3:10])[NH:1][C:2]2=[S:3])[CH:22]=[CH:21][CH:20]=[CH:19][CH:18]=1. Reported procedure: 4.7 g (20 mmol) of ethyl 2-isothiocyanato-2-phenylpropionate are dissolved in 40 ml of xylene. 2.16 g (20 mmol) of phenylhydrazine are added and the mixture is heated for 4 hours at reflux. The mixture is cooled to room temperature and a beige solid precipitates. The precipitate is filtered, washed with 5 ml of diisopropyl ether and then dried under vacuum. 4.6 g (yield=77%) of 3,5-diphenyl-5-methyl-2-thiohydantoin are thus obtained in the form of a beige powder melting at 164° C. The reactants are C[O-], CO, O=C(O)c1cc(F)c(Cl)nc1Cl, Cl, [Na+], O. Product: COc1nc(Cl)c(C(=O)O)cc1F. RXN SMILES: [CH3:13][O-:14].[CH3:18][OH:19].[Cl:1][c:2]1[n:3][c:4]([Cl:12])[c:5]([F:11])[cH:6][c:7]1[C:8](=[O:9])[OH:10].[ClH:17].[Na+:15].[OH2:16]>>[Cl:1][c:2]1[n:3][c:4]([O:14][CH3:13])[c:5]([F:11])[cH:6][c:7]1[C:8](=[O:9])[OH:10]. Reactants: Cc1cc(C(=O)NC(CCCNC(=O)OCc2ccccc2)C(=O)NC2CCCC2C(=O)OCC(=O)c2ccccc2)n(C)c1C, CC(=O)O, CCOC(C)=O, CN(C)C=O, [Zn]. Product: Cc1cc(C(=O)NC(CCCNC(=O)OCc2ccccc2)C(=O)NC2CCCC2C(=O)O)n(C)c1C. As a reaction SMILES: [CH2:1]([c:2]1[cH:3][cH:4][cH:5][cH:6][cH:7]1)[O:8][C:9](=[O:10])[NH:11][CH2:12][CH2:13][CH2:14][CH:15]([NH:16][C:17](=[O:18])[c:19]1[n:20]([CH3:26])[c:21]([CH3:25])[c:22]([CH3:24])[cH:23]1)[C:27](=[O:28])[NH:29][CH:30]1[CH:31]([C:35](=[O:36])[O:37][CH2:38][C:39](=[O:40])[c:41]2[cH:42][cH:43][cH:44][cH:45][cH:46]2)[CH2:32][CH2:33][CH2:34]1.[CH3:52][C:53](=[O:54])[OH:55].[CH3:57][CH2:58][O:59][C:60](=[O:61])[CH3:62].[O:47]=[CH:48][N:49]([CH3:50])[CH3:51].[Zn:56]>>[CH2:1]([c:2]1[cH:3][cH:4][cH:5][cH:6][cH:7]1)[O:8][C:9](=[O:10])[NH:11][CH2:12][CH2:13][CH2:14][CH:15]([NH:16][C:17](=[O:18])[c:19]1[n:20]([CH3:26])[c:21]([CH3:25])[c:22]([CH3:24])[cH:23]1)[C:27](=[O:28])[NH:29][CH:30]1[CH:31]([C:35](=[O:36])[OH:37])[CH2:32][CH2:33][CH2:34]1. Starting materials: FC=1C(=C(C2=C(C(C=C(O2)C2=CC(=C(C=C2)NC(C(C)(C)C)=O)F)=O)C1NCCCOS(=O)(=O)C)F)C (6,8-difluoro-2-(3-fluoro-4-pivaloylaminophenyl)-5-(3-methanesulfonyloxypropylamino)-7-methyl-4H-1-benzopyran-4-one), C(C)NCC (diethylamine), O (Water), aqueous solution, [OH-].[Na+] (sodium hydroxide). The solvent is CN(C=O)C (dimethylformamide). Run at temperature 80 celsius, time 15 hour. The product is C(C)N(CCCNC1=C(C(=C(C2=C1C(C=C(O2)C2=CC(=C(C=C2)NC(C(C)(C)C)=O)F)=O)F)C)F)CC (5-(3-diethylaminopropylamino)-6,8-difluoro-2-(3-fluoro-4-pivaloylaminophenyl)-7-methyl-4H-1-benzopyran-4-one). Yield: 88.0%. As a reaction SMILES: [F:1][C:2]1[C:3]([CH3:37])=[C:4]([F:36])[C:5]2O[C:9]([C:11]3[CH:16]=[CH:15][C:14]([NH:17][C:18](=O)[C:19]([CH3:22])([CH3:21])[CH3:20])=[C:13]([F:24])[CH:12]=3)=[CH:8][C:7](=[O:25])[C:6]=2[C:26]=1[NH:27][CH2:28][CH2:29][CH2:30]OS(C)(=O)=O.[CH2:38]([NH:40][CH2:41][CH3:42])[CH3:39].[OH2:43].[OH-:44].[Na+]>CN(C)C=O>[CH2:38]([N:40]([CH2:41][CH3:42])[CH2:30][CH2:29][CH2:28][NH:27][C:26]1[C:6]2[C:7](=[O:25])[CH:8]=[C:9]([C:11]3[CH:16]=[CH:15][C:14]([NH:17][C:18](=[O:44])[C:19]([CH3:21])([CH3:20])[CH3:22])=[C:13]([F:24])[CH:12]=3)[O:43][C:5]=2[C:4]([F:36])=[C:3]([CH3:37])[C:2]=1[F:1])[CH3:39] |f:3.4|. Reported procedure: 1.02 g (1.89 mmol) of 6,8-difluoro-2-(3-fluoro-4-pivaloylaminophenyl)-5-(3-methanesulfonyloxypropylamino)-7-methyl-4H-1-benzopyran-4-one obtained in Example 116 (2) was dissolved in 30 mL of dimethylformamide, 2.0 mL (18.9 mmol) of diethylamine was added and the mixture was stirred at 80° C. for 15 hours. Water and a 1N aqueous solution of sodium hydroxide were added to the reaction solution and the mixture was extracted once with ethyl acetate. The organic layer was washed once with water and o...